From a dataset of the Open Reaction Database (ORD), a public repository of structured organic reaction records. describe an organic reaction: reactants, conditions, products, and yield Starting materials: C(C(=O)Cl)(=O)Cl (Oxalyl chloride), 4-N,N-dimethyl aminocrotonic acid HCl salt, ClC=1C=C(OC2=CC(=NC=N2)NC=2C=C(C=CC2)N)C=CC1F (N′-(6-(3-chloro-4-fluorophenoxy)pyrimidin-4-yl)benzene-1,3-diamine), CN1CCCC1=O (NMP), CN(C)C/C=C/C(=O)Cl (dimethylaminocrotonyl chloride). The reagents and catalysts are CN(C)C=O.C1CCOC1 (DMF THF). Run in C1CCOC1 (THF). Conditions: time 2 hour. The product is ClC=1C=C(OC2=CC(=NC=N2)NC=2C=C(C=CC2)NC(\C=C\CN(C)C)=O)C=CC1F ((E)-N-(3-(6-(3-chloro-4-fluorophenoxy)pyrimidin-4-ylamino)phenyl)-4-(dimethylamino)but-2-enamide). As a reaction SMILES: C(Cl)(=O)C(Cl)=O.[Cl:7][C:8]1[CH:9]=[C:10]([CH:26]=[CH:27][C:28]=1[F:29])[O:11][C:12]1[N:17]=[CH:16][N:15]=[C:14]([NH:18][C:19]2[CH:20]=[C:21]([NH2:25])[CH:22]=[CH:23][CH:24]=2)[CH:13]=1.CN1C(=O)CCC1.[CH3:37][N:38]([CH2:40]/[CH:41]=[CH:42]/[C:43](Cl)=[O:44])[CH3:39]>C1COCC1.CN(C=O)C.C1COCC1>[Cl:7][C:8]1[CH:9]=[C:10]([CH:26]=[CH:27][C:28]=1[F:29])[O:11][C:12]1[N:17]=[CH:16][N:15]=[C:14]([NH:18][C:19]2[CH:20]=[C:21]([NH:25][C:43](=[O:44])/[CH:42]=[CH:41]/[CH2:40][N:38]([CH3:39])[CH3:37])[CH:22]=[CH:23][CH:24]=2)[CH:13]=1 |f:5.6|. Procedure: Oxalyl chloride (155 mg, 1.2 mmol) was added dropwise to a mixture of 4-N,N-dimethyl aminocrotonic acid HCl salt (200 mg, 1.2 mmol) in 5 mL of THF at 0° C. To this mixture was added 3 drops of DMF/THF solution (made from 5 drops of DMF in 1 mL of THF). The reaction mixture was stirred at RT for 2 h, then was cooled to 0° C. ice bath. A solution of N′-(6-(3-chloro-4-fluorophenoxy)pyrimidin-4-yl)benzene-1,3-diamine (200 mg, 0.6 mmol) 2 mL of NMP) was added to the dimethylaminocrotonyl chloride sol... Reactants: BrC1=CC2=C(N(C3=C(C=4N2C(NN4)=O)C=CC=N3)C(CN(CC)CC)=O)C=C1Br (6,7-dibromo -9-[(diethylamino)acetyl]-3H-pyrido[3,2-c]-s-triazolo-[4,3-a][1,5]benzodiazepin-3-one), [H-].[Na+] (sodium hydride), C(CC)Cl (propyl chloride). Solvent: CN(C=O)C (dimethylformamide), C=1(C(=CC=CC1)C)C (xylene). Run at time 22 hour. Product: BrC1=CC2=C(N(C3=C(C=4N2C(N(N4)CCC)=O)C=CC=N3)C(CN(CC)CC)=O)C=C1Br (6,7-dibromo-2,9-dihydro-2-propyl-9-[(diethylamino)acetyl]-3H-pyrido[3,2-c]-s-triazolo[4,3-a][1,5]-benzodiazepin-3-one). Reaction SMILES: [Br:1][C:2]1[C:28]([Br:29])=[CH:27][C:5]2[N:6]([C:19](=[O:26])[CH2:20][N:21]([CH2:24][CH3:25])[CH2:22][CH3:23])[C:7]3[N:18]=[CH:17][CH:16]=[CH:15][C:8]=3[C:9]3[N:10]([C:11](=[O:14])[NH:12][N:13]=3)[C:4]=2[CH:3]=1.[H-].[Na+].[CH2:32](Cl)[CH2:33][CH3:34]>CN(C)C=O.C1(C)C(C)=CC=CC=1>[Br:1][C:2]1[C:28]([Br:29])=[CH:27][C:5]2[N:6]([C:19](=[O:26])[CH2:20][N:21]([CH2:22][CH3:23])[CH2:24][CH3:25])[C:7]3[N:18]=[CH:17][CH:16]=[CH:15][C:8]=3[C:9]3[N:10]([C:11](=[O:14])[N:12]([CH2:32][CH2:33][CH3:34])[N:13]=3)[C:4]=2[CH:3]=1 |f:1.2|. Procedure: In the manner given in Example 25, to 6,7-dibromo -9-[(diethylamino)acetyl]-3H-pyrido[3,2-c]-s-triazolo-[4,3-a][1,5]benzodiazepin-3-one in dimethylformamide is added a solution of sodium hydride in mineral oil. The mixture is allowed to react at about 95° C. for 40 minutes and after cooling propyl chloride in xylene is added. The mixture is kept at 95°-100° C. for a period of 22 hours, evaporated and worked up as in exanmple 25 to give 6,7-dibromo-2,9-dihydro-2-propyl-9-[(diethylamino)acetyl]-3H... The product is C12CN(CC(CC1)O2)C2=C1C(=NC(=N2)C2=CC=C(C=C2)NC(=O)NCCN2CCN(CC2)C)N(N=C1)C1CCN(CC1)C(=O)OC (methyl 4-(4-(8-oxa-3-azabicyclo[3.2.1]octan-3-yl)-6-(4-(3-(2-(4-methylpiperazin-1-yl)ethyl)ureido)phenyl)-1H-pyrazolo[3,4-d]pyrimidin-1-yl)piperidine-1-carboxylate). Starting materials: NC1=CC=CC=C1 (aniline), NC(=O)N (urea), C12CN(CC(CC1)O2)C2=C1C(=NC(=N2)C2=CC=C(C=C2)NC(=O)NCC)N(N=C1)C1CCN(CC1)C(=O)OCC (ethyl 4-(4-(8-oxa-3-azabicyclo[3.2.1]octan-3-yl)-6-(4-(3-ethylureido)phenyl)-1H-pyrazolo[3,4-d]pyrimidin-1-yl)piperidine-1-carboxylate), CN1CCN(CC1)CCN (2-(4-methylpiperazin-1-yl)-ethanamine). Reported procedure: A urea formation procedure similar to that used for the synthesis of ethyl 4-(4-(8-oxa-3-azabicyclo[3.2.1]octan-3-yl)-6-(4-(3-ethylureido)phenyl)-1H-pyrazolo[3,4-d]pyrimidin-1-yl)piperidine-1-carboxylate is used, utilizing 2-(4-methylpiperazin-1-yl)-ethanamine as the aniline component. (17%, MS=633.4 (M+H)) As a reaction SMILES: NC(N)=O.[CH:5]12[O:12][CH:9]([CH2:10][CH2:11]1)[CH2:8][N:7]([C:13]1[N:18]=[C:17]([C:19]3[CH:24]=[CH:23][C:22]([NH:25][C:26](NCC)=[O:27])=[CH:21][CH:20]=3)[N:16]=[C:15]3[N:31]([CH:34]4[CH2:39][CH2:38][N:37]([C:40]([O:42][CH2:43]C)=[O:41])[CH2:36][CH2:35]4)[N:32]=[CH:33][C:14]=13)[CH2:6]2.[CH3:45][N:46]1[CH2:51][CH2:50][N:49]([CH2:52][CH2:53][NH2:54])[CH2:48][CH2:47]1.NC1C=CC=CC=1>>[CH:9]12[O:12][CH:5]([CH2:11][CH2:10]1)[CH2:6][N:7]([C:13]1[N:18]=[C:17]([C:19]3[CH:24]=[CH:23][C:22]([NH:25][C:26]([NH:54][CH2:53][CH2:52][N:49]4[CH2:50][CH2:51][N:46]([CH3:45])[CH2:47][CH2:48]4)=[O:27])=[CH:21][CH:20]=3)[N:16]=[C:15]3[N:31]([CH:34]4[CH2:39][CH2:38][N:37]([C:40]([O:42][CH3:43])=[O:41])[CH2:36][CH2:35]4)[N:32]=[CH:33][C:14]=13)[CH2:8]2.